This data is from the Open Reaction Database (ORD), a public repository of structured organic reaction records. The task is: describe an organic reaction: reactants, conditions, products, and yield Reactants: CC1=NC=CC=C1OC1=CC(=NC=C1SC1=C2C(=NC=C1)C=CS2)NC=2SC=C(N2)C2CCN(CC2)C(=O)OC(C)(C)C (tert-Butyl 4-(2-(4-(2-methylpyridin-3-yloxy)-5-(thieno[3,2-b]pyridin-7-ylthio)pyridin-2-ylamino)thiazol-4-yl)piperidine-1-carboxylate), Cl (HCl). The solvent is ClCCl (dichloromethane). Reaction conditions: time 2 hour. Yields the product Cl.Cl.CC1=NC=CC=C1OC1=CC(=NC=C1SC1=C2C(=NC=C1)C=CS2)NC=2SC=C(N2)C2CCNCC2 (4-(2-methylpyridin-3-yloxy)-N-(4-(piperidin-4-yl)thiazol-2-yl)-5-(thieno[3,2-b]pyridin-7-ylthio)pyridin-2-amine dihydrochloride). Yield: 75.0%. Reaction SMILES: [CH3:1][C:2]1[C:7]([O:8][C:9]2[C:14]([S:15][C:16]3[CH:21]=[CH:20][N:19]=[C:18]4[CH:22]=[CH:23][S:24][C:17]=34)=[CH:13][N:12]=[C:11]([NH:25][C:26]3[S:27][CH:28]=[C:29]([CH:31]4[CH2:36][CH2:35][N:34](C(OC(C)(C)C)=O)[CH2:33][CH2:32]4)[N:30]=3)[CH:10]=2)=[CH:6][CH:5]=[CH:4][N:3]=1.[ClH:44]>ClCCl>[ClH:44].[ClH:44].[CH3:1][C:2]1[C:7]([O:8][C:9]2[C:14]([S:15][C:16]3[CH:21]=[CH:20][N:19]=[C:18]4[CH:22]=[CH:23][S:24][C:17]=34)=[CH:13][N:12]=[C:11]([NH:25][C:26]3[S:27][CH:28]=[C:29]([CH:31]4[CH2:36][CH2:35][NH:34][CH2:33][CH2:32]4)[N:30]=3)[CH:10]=2)=[CH:6][CH:5]=[CH:4][N:3]=1 |f:3.4.5|. Reported procedure: tert-Butyl 4-(2-(4-(2-methylpyridin-3-yloxy)-5-(thieno[3,2-b]pyridin-7-ylthio)pyridin-2-ylamino)thiazol-4-yl)piperidine-1-carboxylate (0.14 g, 0.22 mmol was dissolved in dichloromethane (2 mL) and charged with HCl (2N in diethyl ether, 3 mL). After stirring at ambient temperature for 2 hours, the solution was concentrated and dried under high vacuum to give the title compound (0.10 g, 75% yield) as a white solid. Reactants: C(C1=CC=CC=C1)N(CCCO)C1=C(C(N(N=C1)C)=O)Cl (5-[N-benzyl-N-(3-hydroxypropyl)amino]-4-chloro-2-methyl-3(2H)-pyridazinone), ClCCl (dichloromethane), S(=O)(Cl)Cl (thionyl chloride). Reagents/catalysts: CN(C)C1=CC=NC=C1 (4-(N,N-dimethyl amino)pyridine). Reaction conditions: time 14 hour. Yields the product C(C1=CC=CC=C1)N(CCCCl)C1=C(C(N(N=C1)C)=O)Cl (5-[N-Benzyl-N-(3-chloro propyl)amino]-4-chloro-2-methyl-3(2H)-pyridazinone). Isolated yield 91.0%. As a reaction SMILES: [CH2:1]([N:8]([C:13]1[CH:18]=[N:17][N:16]([CH3:19])[C:15](=[O:20])[C:14]=1[Cl:21])[CH2:9][CH2:10][CH2:11]O)[C:2]1[CH:7]=[CH:6][CH:5]=[CH:4][CH:3]=1.[Cl:22]CCl.S(Cl)(Cl)=O>CN(C1C=CN=CC=1)C>[CH2:1]([N:8]([C:13]1[CH:18]=[N:17][N:16]([CH3:19])[C:15](=[O:20])[C:14]=1[Cl:21])[CH2:9][CH2:10][CH2:11][Cl:22])[C:2]1[CH:7]=[CH:6][CH:5]=[CH:4][CH:3]=1. Procedure: To a solution of 10.00 g (32 mmol) of 5-[N-benzyl-N-(3-hydroxypropyl)amino]-4-chloro-2-methyl-3(2H)-pyridazinone in 100 ml of dichloromethane 3.5 ml (5.5 g, 46 mmol) of thionyl chloride are added dropwise while stirring. If necessary, a catalytic amount of 4-(N,N-dimethyl amino)pyridine is added to the solution. The reaction mixture is boiled for 14 hours, then cooled and evaporated. The evaporation residue is triturated with diethyl ether. The crystals are filtered off and washed with diethyl e...